This data is from the Open Reaction Database (ORD), a public repository of structured organic reaction records. The task is: describe an organic reaction: reactants, conditions, products, and yield Reaction SMILES: [I-].[F:2][C:3]1[CH:12]=[CH:11][C:10]2[N+:9]3[CH:13]=[C:14]4[CH:23]=[CH:22][C:21]5[CH:20]=[C:19]([CH3:24])[CH:18]=[CH:17][C:16]=5[N:15]4[C:8]=3[CH:7]=[CH:6][C:5]=2[CH:4]=1.[ClH:25]>>[Cl-:25].[F:2][C:3]1[CH:12]=[CH:11][C:10]2[N+:9]3[CH:13]=[C:14]4[CH:23]=[CH:22][C:21]5[CH:20]=[C:19]([CH3:24])[CH:18]=[CH:17][C:16]=5[N:15]4[C:8]=3[CH:7]=[CH:6][C:5]=2[CH:4]=1 |f:0.1,3.4|. Reported procedure: A hot solution of 88 g. of 3-fluoro-10-methylimidazo[1,2-a:3,4-a']diquinolin-15-ium iodide in 6.4 l. of 6 N hydrochloric acid is cooled and the resulting precipitate of 3-fluoro-10-methylimidazo[1,2-a:3,4-a']diquinolin-15-ium chloride is collected by filtration, washed with 0.4 N hydrochloric acid, then with acetone, and dried; m.p. 345°-350° C. (dec.). The reactants are [I-].FC1=CC=2C=CC3=[N+](C2C=C1)C=C1N3C=3C=CC(=CC3C=C1)C (3-fluoro-10-methylimidazo[1,2-a:3,4-a']diquinolin-15-ium iodide), Cl (hydrochloric acid). The product is [Cl-].FC1=CC=2C=CC3=[N+](C2C=C1)C=C1N3C=3C=CC(=CC3C=C1)C (3-Fluoro-10-methylimidazo[1,2-a:3,4-a']diquinolin-15-ium Chloride).